Dataset: the Open Reaction Database (ORD), a public repository of structured organic reaction records. Task: describe an organic reaction: reactants, conditions, products, and yield Starting materials: Cl.C1(CC1)COC1=C(C=C(C(=C1)F)OC)C=1C2=C(N=CN1)C(=C(N2)C)C(=O)N[C@H]2CNCC[C@@H]2O (4-[2-(cyclopropylmethoxy)-4-fluoro-5-methoxyphenyl]-N-[(3S*,4S*)-4-hydroxypiperidin-3-yl]-6-methyl-5H-pyrrolo[3,2-d]pyrimidine-7-carboxamide hydrochloride), C(C)(=O)Cl (acetyl chloride). Product: C(C)(=O)N1C[C@@H]([C@H](CC1)O)NC(=O)C1=C(NC2=C1N=CN=C2C2=C(C=C(C(=C2)OC)F)OCC2CC2)C (N-[(3S*,4S*)-1-Acetyl-4-hydroxypiperidin-3-yl]-4-[2-(cyclopropylmethoxy)-4-fluoro-5-methoxyphenyl]-6-methyl-5H-pyrrolo[3,2-d]pyrimidine-7-carboxamide). As a reaction SMILES: Cl.[CH:2]1([CH2:5][O:6][C:7]2[CH:12]=[C:11]([F:13])[C:10]([O:14][CH3:15])=[CH:9][C:8]=2[C:16]2[C:17]3[NH:24][C:23]([CH3:25])=[C:22]([C:26]([NH:28][C@@H:29]4[C@@H:34]([OH:35])[CH2:33][CH2:32][NH:31][CH2:30]4)=[O:27])[C:18]=3[N:19]=[CH:20][N:21]=2)[CH2:4][CH2:3]1.[C:36](Cl)(=[O:38])[CH3:37]>>[C:36]([N:31]1[CH2:32][CH2:33][C@H:34]([OH:35])[C@@H:29]([NH:28][C:26]([C:22]2[C:18]3[N:19]=[CH:20][N:21]=[C:16]([C:8]4[CH:9]=[C:10]([O:14][CH3:15])[C:11]([F:13])=[CH:12][C:7]=4[O:6][CH2:5][CH:2]4[CH2:4][CH2:3]4)[C:17]=3[NH:24][C:23]=2[CH3:25])=[O:27])[CH2:30]1)(=[O:38])[CH3:37] |f:0.1|. Reported procedure: Starting from 4-[2-(cyclopropylmethoxy)-4-fluoro-5-methoxyphenyl]-N-[(3S*,4S*)-4-hydroxypiperidin-3-yl]-6-methyl-5H-pyrrolo[3,2-d]pyrimidine-7-carboxamide hydrochloride (example D.f39) and commercially available acetyl chloride the title compound is obtained as colorless solid. Reactants: CS(=O)[O-], CS(C)=O, COc1c(Oc2ccc(Br)cc2F)ncnc1OC1CCN(C(=O)OC(C)C)CC1, [Cu+], O=S(=O)([O-])C(F)(F)F, [Na+], c1ccccc1. The product is COc1c(Oc2ccc(S(C)(=O)=O)cc2F)ncnc1OC1CCN(C(=O)OC(C)C)CC1. As a reaction SMILES: [CH3:31][S:32](=[O:33])[O-:34].[CH3:36][S:37]([CH3:38])=[O:39].[CH:1]([CH3:2])([CH3:3])[O:4][C:5](=[O:6])[N:7]1[CH2:8][CH2:9][CH:10]([O:13][c:14]2[n:15][cH:16][n:17][c:18]([O:22][c:23]3[c:24]([F:30])[cH:25][c:26]([Br:29])[cH:27][cH:28]3)[c:19]2[O:20][CH3:21])[CH2:11][CH2:12]1.[Cu+:54].[F:46][C:47]([F:48])([F:49])[S:50]([O-:51])(=[O:52])=[O:53].[Na+:35].[cH:40]1[cH:41][cH:42][cH:43][cH:44][cH:45]1>>[CH:1]([CH3:2])([CH3:3])[O:4][C:5](=[O:6])[N:7]1[CH2:8][CH2:9][CH:10]([O:13][c:14]2[n:15][cH:16][n:17][c:18]([O:22][c:23]3[c:24]([F:30])[cH:25][c:26]([S:32]([CH3:31])(=[O:33])=[O:34])[cH:27][cH:28]3)[c:19]2[O:20][CH3:21])[CH2:11][CH2:12]1. Reactants: C=CC#N, CCO, c1ccc(CNCC2COc3cccnc3O2)cc1. Product: N#CCCN(Cc1ccccc1)CC1COc2cccnc2O1. As a reaction SMILES: [C:20]([CH:21]=[CH2:22])#[N:23].[CH3:24][CH2:25][OH:26].[c:1]1([CH2:7][NH:8][CH2:9][CH:10]2[CH2:11][O:12][c:13]3[c:14]([n:15][cH:16][cH:17][cH:18]3)[O:19]2)[cH:2][cH:3][cH:4][cH:5][cH:6]1>>[c:1]1([CH2:7][N:8]([CH2:9][CH:10]2[CH2:11][O:12][c:13]3[c:14]([n:15][cH:16][cH:17][cH:18]3)[O:19]2)[CH2:22][CH2:21][C:20]#[N:23])[cH:2][cH:3][cH:4][cH:5][cH:6]1.